This data is from the Open Reaction Database (ORD), a public repository of structured organic reaction records. The task is: describe an organic reaction: reactants, conditions, products, and yield The reactants are CC(C)=CC(c1cc(C#N)ccc1O)c1ccnc[n+]1[O-], CCOC(=O)C(C)(C)Oc1ccc(C#N)cc1, CC1(C)CC(c2ccccn2)c2cc(C(=O)O)ccc2O1, Cc1ccncn1, CCCCCC, CC(C)NC(C)C, [Li]CCCC, C1CCOC1. The product is CC(C)(Oc1ccc(C#N)cc1)C(O)=Cc1ccncn1. RXN SMILES: [C:1]([c:2]1[cH:3][cH:4][c:5]([OH:6])[c:7]([CH:9]([c:10]2[n+:11]([O-:12])[cH:13][n:14][cH:15][cH:16]2)[CH:17]=[C:18]([CH3:19])[CH3:20])[cH:8]1)#[N:21].[C:62](#[N:63])[c:64]1[cH:65][cH:66][c:67]([O:68][C:69]([C:70](=[O:71])[O:72][CH2:73][CH3:74])([CH3:75])[CH3:76])[cH:77][cH:78]1.[CH3:22][C:23]1([CH3:24])[CH2:25][CH:26]([c:27]2[cH:28][cH:29][cH:30][cH:31][n:32]2)[c:33]2[cH:34][c:35]([C:36]([OH:37])=[O:38])[cH:39][cH:40][c:41]2[O:42]1.[CH3:55][c:56]1[n:57][cH:58][n:59][cH:60][cH:61]1.[CH3:79][CH2:80][CH2:81][CH2:82][CH2:83][CH3:84].[CH:48]([NH:49][CH:50]([CH3:51])[CH3:52])([CH3:53])[CH3:54].[Li:43][CH2:44][CH2:45][CH2:46][CH3:47].[O:85]1[CH2:86][CH2:87][CH2:88][CH2:89]1>>[CH:55]([c:56]1[n:57][cH:58][n:59][cH:60][cH:61]1)=[C:70]([C:69]([O:68][c:67]1[cH:66][cH:65][c:64]([C:62]#[N:63])[cH:78][cH:77]1)([CH3:75])[CH3:76])[OH:71]. Starting materials: CN1CCNCC1, COC(=O)Cc1cc(Br)cnc1[N+](=O)[O-]. Yields the product COC(=O)Cc1cc(N2CCN(C)CC2)cnc1[N+](=O)[O-]. As a reaction SMILES: [CH3:16][N:17]1[CH2:18][CH2:19][NH:20][CH2:21][CH2:22]1.[CH3:1][O:2][C:3]([CH2:4][c:5]1[c:6]([N+:12](=[O:13])[O-:14])[n:7][cH:8][c:9]([Br:11])[cH:10]1)=[O:15]>>[CH3:1][O:2][C:3]([CH2:4][c:5]1[c:6]([N+:12](=[O:13])[O-:14])[n:7][cH:8][c:9]([N:20]2[CH2:19][CH2:18][N:17]([CH3:16])[CH2:22][CH2:21]2)[cH:10]1)=[O:15].